The task is: describe an organic reaction: reactants, conditions, products, and yield. This data is from the Open Reaction Database (ORD), a public repository of structured organic reaction records. Reactants: C(=O)[C@@H]1[C@@H](C(N1C1=CC=C(C=C1)OC)=O)NC(CC1=CC=CC=C1)=O ((3S,4S)-4-formyl-1-(4-methoxyphenyl)-3-phenylacetamidoazetidin-2-one), O1[C@@H](CCC1)C(=O)C=P(C1=CC=CC=C1)(C1=CC=CC=C1)C1=CC=CC=C1 ((S)-tetrahydrofuran-2-ylcarbonylmethylenetriphenylphosphorane). The solvent is C(C)#N (acetonitrile). Conditions: time 2 day. Yields the product COC1=CC=C(C=C1)N1C([C@H]([C@H]1C=CC([C@H]1OCCC1)=O)NC(CC1=CC=CC=C1)=O)=O ((3S,4R)-1-(4-Methoxyphenyl)-4-[3-oxo-3-[(S)-tetrahydrofuran-2-yl]propenyl]-3-phenylacetamidoazetidin-2-one). Reaction SMILES: [CH:1]([C@H:3]1[N:6]([C:7]2[CH:12]=[CH:11][C:10]([O:13][CH3:14])=[CH:9][CH:8]=2)[C:5](=[O:15])[C@H:4]1[NH:16][C:17](=[O:25])[CH2:18][C:19]1[CH:24]=[CH:23][CH:22]=[CH:21][CH:20]=1)=O.[O:26]1[CH2:30][CH2:29][CH2:28][C@H:27]1[C:31]([CH:33]=P(C1C=CC=CC=1)(C1C=CC=CC=1)C1C=CC=CC=1)=[O:32]>C(#N)C>[CH3:14][O:13][C:10]1[CH:9]=[CH:8][C:7]([N:6]2[C@H:3]([CH:1]=[CH:33][C:31](=[O:32])[C@@H:27]3[CH2:28][CH2:29][CH2:30][O:26]3)[C@H:4]([NH:16][C:17](=[O:25])[CH2:18][C:19]3[CH:24]=[CH:23][CH:22]=[CH:21][CH:20]=3)[C:5]2=[O:15])=[CH:12][CH:11]=1. Procedure: A suspension of (3S,4S)-4-formyl-1-(4-methoxyphenyl)-3-phenylacetamidoazetidin-2-one (10.39 g, 30.7 mmol) in acetonitrile (250 ml) was treated with (S)-tetrahydrofuran-2-ylcarbonylmethylenetriphenylphosphorane (11.50 g, 30.7mmol) and stirred at room temperature for 2 days. The bulk of the product was collected by filtration and washed with acetonitrile. The remainder of the product was purified by chromatography on silica gel eluting with ethyl acetate yielding a further 1.66 g. The title compou... The reactants are C1(=CC=CC=C1)P(C1=CC=CC=2C(C3=CC=CC(=C3OC12)P(C1=CC=CC=C1)C1=CC=CC=C1)(C)C)C1=CC=CC=C1 (4,5-bis(diphenylphosphino)-9,9-dimethylxanthene), C([O-])([O-])=O.[Cs+].[Cs+] (caesium carbonate), BrC=1C=C(C(=O)OC)C=CC1 (methyl 3-bromobenzoate), Cl.FC1(CCNCC1)F (4,4-difluoropiperidine hydrochloride). The reagents and catalysts are C(C)(=O)[O-].[Pd+2].C(C)(=O)[O-] (palladium(II) acetate). Solvent: O1CCOCC1 (dioxane). Conditions: temperature 130 celsius. Yields the product FC1(CCN(CC1)C=1C=C(C(=O)OC)C=CC1)F (Methyl 3-(4,4-difluoropiperidin-1-yl)benzoate). As a reaction SMILES: Br[C:2]1[CH:3]=[C:4]([CH:9]=[CH:10][CH:11]=1)[C:5]([O:7][CH3:8])=[O:6].Cl.[F:13][C:14]1([F:20])[CH2:19][CH2:18][NH:17][CH2:16][CH2:15]1.C1(P(C2C=CC=CC=2)C2C3OC4C(=CC=CC=4P(C4C=CC=CC=4)C4C=CC=CC=4)C(C)(C)C=3C=CC=2)C=CC=CC=1.C(=O)([O-])[O-].[Cs+].[Cs+]>O1CCOCC1.C([O-])(=O)C.[Pd+2].C([O-])(=O)C>[F:13][C:14]1([F:20])[CH2:19][CH2:18][N:17]([C:2]2[CH:3]=[C:4]([CH:9]=[CH:10][CH:11]=2)[C:5]([O:7][CH3:8])=[O:6])[CH2:16][CH2:15]1 |f:1.2,4.5.6,8.9.10|. Reported procedure: In a microwave reaction vessel, a solution of 500 mg (2.33 mmol) of methyl 3-bromobenzoate and 366 mg (2.33 mmol) of 4,4-difluoropiperidine hydrochloride in 15 ml of dioxane was deoxygenated by passing through argon. 52 mg (0.233 mmol) of palladium(II) acetate, 202 mg (0.349 mmol) of 4,5-bis(diphenylphosphino)-9,9-dimethylxanthene (xantphos) and 2.27 g (6.98 mmol) of caesium carbonate were then added. The microwave vessel was closed with a crimp closure and, with magnetic stirring, heated in a m... The reactants are OC1=CC=C(C=C1)SCCO (2-hydroxyethyl 4-hydroxyphenyl sulfide), OC1=CC=C(C=C1)SCCO (2-hydroxyethyl 4-hydroxyphenyl sulfide), O1CCCC=C1 (3,4-dihydro-2H-pyran). Reagents/catalysts: C1(=CC=C(C=C1)S(=O)(=O)O)C (p-toluenesulfonic acid). Solvent: O1CCCC1 (tetrahydrofuran), O1CCCC1 (tetrahydrofuran). Run at time 4 hour. Product: O1C(CCCC1)OCCSC1=CC=C(C=C1)O (4-hydroxyphenyl 2-(tetrahydropyran-2-yloxy)ethyl sulfide). The yield is 57.5%. Reaction SMILES: [OH:1][C:2]1[CH:7]=[CH:6][C:5]([S:8][CH2:9][CH2:10][OH:11])=[CH:4][CH:3]=1.[O:12]1[CH:17]=[CH:16][CH2:15][CH2:14][CH2:13]1>O1CCCC1.C1(C)C=CC(S(O)(=O)=O)=CC=1>[O:12]1[CH2:17][CH2:16][CH2:15][CH2:14][CH:13]1[O:11][CH2:10][CH2:9][S:8][C:5]1[CH:4]=[CH:3][C:2]([OH:1])=[CH:7][CH:6]=1. Procedure details: 17.91 g of 2-hydroxyethyl 4-hydroxyphenyl sulfide prepared by the above process (1) was dissolved in 280 m(of tetrahydrofuran. 0.18 g of p-toluenesulfonic acid was added to the solution. A solution of 17.69 g of 3,4-dihydro-2H-pyran in 140 ml of tetrahydrofuran was added dropwise to the mixture under cooling with ice and then the mixture was stirred at room temperature for 4 h. The solvent was distilled off and the residue was extracted with diethyl ether, washed with an aqueous sodium hydrocarb... The reactants are CCI, C1CCOC1, COc1c(Cl)ccnc1CC#N, [H-], [Na+], O. The product is CCC(C#N)c1nccc(Cl)c1OC. RXN SMILES: [CH2:15]([CH3:16])[I:17].[CH2:18]1[O:19][CH2:20][CH2:21][CH2:22]1.[Cl:1][c:2]1[c:3]([O:11][CH3:12])[c:4]([CH2:8][C:9]#[N:10])[n:5][cH:6][cH:7]1.[H-:13].[Na+:14].[OH2:23]>>[Cl:1][c:2]1[c:3]([O:11][CH3:12])[c:4]([CH:8]([C:9]#[N:10])[CH2:15][CH3:16])[n:5][cH:6][cH:7]1. The reactants are CC(C)(C)OC(=O)N1CC=C(c2cc3c(Cl)ncnc3[nH]2)CC1, CCn1cc(N)cn1, CCCCO. Yields the product CCn1cc(Nc2ncnc3[nH]c(C4=CCN(C(=O)OC(C)(C)C)CC4)cc23)cn1. Reaction SMILES: [C:1]([CH3:2])([CH3:3])([CH3:4])[O:5][C:6](=[O:7])[N:8]1[CH2:9][CH2:10][C:11]([c:14]2[cH:15][c:16]3[c:17]([n:18][cH:19][n:20][c:21]3[Cl:22])[nH:23]2)=[CH:12][CH2:13]1.[CH2:24]([CH3:25])[n:26]1[n:27][cH:28][c:29]([NH2:31])[cH:30]1.[CH2:32]([OH:33])[CH2:34][CH2:35][CH3:36]>>[C:1]([CH3:2])([CH3:3])([CH3:4])[O:5][C:6](=[O:7])[N:8]1[CH2:9][CH2:10][C:11]([c:14]2[cH:15][c:16]3[c:17]([n:18][cH:19][n:20][c:21]3[NH:31][c:29]3[cH:28][n:27][n:26]([CH2:24][CH3:25])[cH:30]3)[nH:23]2)=[CH:12][CH2:13]1. Starting materials: ClCc1ccccn1, Cl, [H-], [Na+], CN(C)C=O, O, O=c1[nH]c2ccccc2c(=O)o1. Yields the product O=c1oc(=O)n(Cc2ccccn2)c2ccccc12. RXN SMILES: [Cl:14][CH2:15][c:16]1[n:17][cH:18][cH:19][cH:20][cH:21]1.[ClH:13].[H-:22].[Na+:23].[O:25]=[CH:26][N:27]([CH3:28])[CH3:29].[OH2:24].[c:1]12[c:2](=[O:3])[o:4][c:5](=[O:12])[nH:6][c:7]1[cH:8][cH:9][cH:10][cH:11]2>>[c:1]12[c:2](=[O:3])[o:4][c:5](=[O:12])[n:6]([CH2:15][c:16]3[n:17][cH:18][cH:19][cH:20][cH:21]3)[c:7]1[cH:8][cH:9][cH:10][cH:11]2.